This data is from the Open Reaction Database (ORD), a public repository of structured organic reaction records. The task is: describe an organic reaction: reactants, conditions, products, and yield Starting materials: CCO, O=C(c1ccc(F)c([N+](=O)[O-])c1)N(CC(F)(F)F)CC(F)(F)F, NCc1ccsc1. Product: O=C(c1ccc(NCc2ccsc2)c([N+](=O)[O-])c1)N(CC(F)(F)F)CC(F)(F)F. Reaction SMILES: [CH3:31][CH2:32][OH:33].[F:1][c:2]1[c:3]([N+:21](=[O:22])[O-:23])[cH:4][c:5]([C:6](=[O:7])[N:8]([CH2:9][C:10]([F:11])([F:12])[F:13])[CH2:14][C:15]([F:16])([F:17])[F:18])[cH:19][cH:20]1.[s:24]1[cH:25][c:26]([CH2:29][NH2:30])[cH:27][cH:28]1>>[c:2]1([NH:30][CH2:29][c:26]2[cH:25][s:24][cH:28][cH:27]2)[c:3]([N+:21](=[O:22])[O-:23])[cH:4][c:5]([C:6](=[O:7])[N:8]([CH2:9][C:10]([F:11])([F:12])[F:13])[CH2:14][C:15]([F:16])([F:17])[F:18])[cH:19][cH:20]1. The reactants are resultant solution, NC1=CC=C(OC2=C(C=C(C(=O)NC3=CC=C(C=C3)Br)C=C2)[N+](=O)[O-])C=C1 (4-(4-Amino-phenoxy)-N-(4-bromo-phenyl)-3-nitro-benzamide), ClC(=O)OCC(Cl)(Cl)Cl (2,2,2-trichloroethyl chloroformate), N1=CC=CC=C1 (pyridine). Run in ClCCl (dichloromethane). Run at time 30 minute. Yields the product ClC(COC(NC1=CC=C(C=C1)OC1=C(C=C(C=C1)C(NC1=CC=C(C=C1)Br)=O)[N+](=O)[O-])=O)(Cl)Cl ({4-[4-(4-Bromo-phenylcarbamoyl)-2-nitro-phenoxy]-phenyl}-carbamic acid 2,2,2-trichloro-ethyl ester). The yield is 101.4%. RXN SMILES: [NH2:1][C:2]1[CH:27]=[CH:26][C:5]([O:6][C:7]2[CH:22]=[CH:21][C:10]([C:11]([NH:13][C:14]3[CH:19]=[CH:18][C:17]([Br:20])=[CH:16][CH:15]=3)=[O:12])=[CH:9][C:8]=2[N+:23]([O-:25])=[O:24])=[CH:4][CH:3]=1.N1C=CC=CC=1.Cl[C:35]([O:37][CH2:38][C:39]([Cl:42])([Cl:41])[Cl:40])=[O:36]>ClCCl>[Cl:40][C:39]([Cl:42])([Cl:41])[CH2:38][O:37][C:35](=[O:36])[NH:1][C:2]1[CH:27]=[CH:26][C:5]([O:6][C:7]2[CH:22]=[CH:21][C:10]([C:11](=[O:12])[NH:13][C:14]3[CH:19]=[CH:18][C:17]([Br:20])=[CH:16][CH:15]=3)=[CH:9][C:8]=2[N+:23]([O-:25])=[O:24])=[CH:4][CH:3]=1. Procedure: To the product from Example 268A (4.2 g, 9.8 mmol) dissolved in dichloromethane (100 mL) was added pyridine (1.62 mL, 20 mmol) followed by the dropwise addition of 2,2,2-trichloroethyl chloroformate (2.29 g, 10.8 mmol). The resultant solution was stirred for 4 hours and then concentrated under vacuum. The mixture was then poured into water (200 mL), the pH of the solution adjusted to 5 with 1N aqueous hydrochloric acid, the resultant solution stirred for 30 minutes and the resultant solid collec... Starting materials: ClC=1C=C2C=CC(=CC2=CC1)S(=O)(=O)N1CCN(CC1)C(C1=C(C=CC=C1)C1=NC(=NC=C1)OC(C)(C)C)=O (1-(6-chloronaphth-2-ylsulphonyl)-4-[(2-tert-butyloxypyrimidin-4-yl)benzoyl]piperazine), Cl (hydrogen chloride), CO (methanol). Run in ClCCl (dichloromethane). Run at time 1 hour. The product is Cl.ClC=1C=C2C=CC(=CC2=CC1)S(=O)(=O)N1CCN(CC1)C(C1=C(C=CC=C1)C1=NC(=NC=C1)O)=O (1-(6-chloronaphth-2-ylsulphonyl)-4-[(2-hydroxypyrimidin-4-yl)benzoyl]piperazine hydrochloride). As a reaction SMILES: [Cl:1][C:2]1[CH:3]=[C:4]2[C:9](=[CH:10][CH:11]=1)[CH:8]=[C:7]([S:12]([N:15]1[CH2:20][CH2:19][N:18]([C:21](=[O:39])[C:22]3[CH:27]=[CH:26][CH:25]=[CH:24][C:23]=3[C:28]3[CH:33]=[CH:32][N:31]=[C:30]([O:34]C(C)(C)C)[N:29]=3)[CH2:17][CH2:16]1)(=[O:14])=[O:13])[CH:6]=[CH:5]2.Cl.CO>ClCCl>[ClH:1].[Cl:1][C:2]1[CH:3]=[C:4]2[C:9](=[CH:10][CH:11]=1)[CH:8]=[C:7]([S:12]([N:15]1[CH2:16][CH2:17][N:18]([C:21](=[O:39])[C:22]3[CH:27]=[CH:26][CH:25]=[CH:24][C:23]=3[C:28]3[CH:33]=[CH:32][N:31]=[C:30]([OH:34])[N:29]=3)[CH2:19][CH2:20]1)(=[O:13])=[O:14])[CH:6]=[CH:5]2 |f:4.5|. Procedure details: To a solution of 1-(6-chloronaphth-2-ylsulphonyl)-4-[(2-tert-butyloxypyrimidin-4-yl)benzoyl]piperazine (120 mg, 0.213 mmol) in dichloromethane (5 ml) was added a solution of hydrogen chloride in methanol (0.24 ml of ˜4.5 M, 1.06 mmol). A precipitate formed immediately, and the reaction was stirred at ambient temperature for 1 hr. The solvent was removed in vacuo and the residue triturated with methanol. The solid was collected by filtration to give 1-(6-chloronaphth-2-ylsulphonyl)-4-[(2-hydroxyp...